This data is from the Open Reaction Database (ORD), a public repository of structured organic reaction records. The task is: describe an organic reaction: reactants, conditions, products, and yield The product is N#Cc1c(N2CC3CCCNC3C2)c(F)cc2c(=O)c(C(=O)O)cn(C3CC3)c12, O=C(O)C(F)(F)F. RXN SMILES: [C:1](#[N:2])[c:3]1[c:4]([N:21]2[CH2:22][CH:23]3[CH2:24][CH2:25][CH2:26][NH:27][CH:28]3[CH2:29]2)[c:5]([F:20])[cH:6][c:7]2[c:8](=[O:19])[c:9]([C:16](=[O:17])[OH:18])[cH:10][n:11]([CH:13]3[CH2:14][CH2:15]3)[c:12]12.[CH3:37][CH2:38][OH:39].[OH:30][C:31](=[O:32])[C:33]([F:34])([F:35])[F:36]>>[C:1](#[N:2])[c:3]1[c:4]([N:21]2[CH2:22][CH:23]3[CH2:24][CH2:25][CH2:26][NH:27][CH:28]3[CH2:29]2)[c:5]([F:20])[cH:6][c:7]2[c:8](=[O:19])[c:9]([C:16](=[O:17])[OH:18])[cH:10][n:11]([CH:13]3[CH2:14][CH2:15]3)[c:12]12.[O:30]=[C:31]([OH:32])[C:33]([F:34])([F:35])[F:36]. The reactants are N#Cc1c(N2CC3CCCNC3C2)c(F)cc2c(=O)c(C(=O)O)cn(C3CC3)c12, CCO, O=C(O)C(F)(F)F. Reactants: O=C1NC2=CC=C(C=C2C1)C#N (2-oxoindoline-5-carbonitrile), ClC1=CC=C(C=N1)S(=O)(=O)N1CCN(CC1)C (1-[(6-chloropyridin-3-yl)sulfonyl]-4-methylpiperazine), [H-].[Na+] (sodium hydride). Run in CN(C=O)C (N,N-dimethylformamide), CN(C=O)C (N,N-dimethylformamide), CN(C=O)C (N,N-dimethylformamide). Run at time 10 minute. The product is OC=1NC2=CC=C(C=C2C1C1=NC=C(C=C1)S(=O)(=O)N1CCN(CC1)C)C#N (2-Hydroxy-3-{5-[(4-methylpiperazin-1-yl)sulfonyl]pyridin-2-yl}-1H-indole-5-carbonitrile). Yield: 9.8%. RXN SMILES: [H-].[Na+].[O:3]=[C:4]1[CH2:12][C:11]2[C:6](=[CH:7][CH:8]=[C:9]([C:13]#[N:14])[CH:10]=2)[NH:5]1.Cl[C:16]1[N:21]=[CH:20][C:19]([S:22]([N:25]2[CH2:30][CH2:29][N:28]([CH3:31])[CH2:27][CH2:26]2)(=[O:24])=[O:23])=[CH:18][CH:17]=1>CN(C)C=O>[OH:3][C:4]1[NH:5][C:6]2[C:11]([C:12]=1[C:16]1[CH:17]=[CH:18][C:19]([S:22]([N:25]3[CH2:30][CH2:29][N:28]([CH3:31])[CH2:27][CH2:26]3)(=[O:24])=[O:23])=[CH:20][N:21]=1)=[CH:10][C:9]([C:13]#[N:14])=[CH:8][CH:7]=2 |f:0.1|. Procedure: A mixture of sodium hydride (0.157 g, 3.9 mmol, 60% dispersion in oil, pre-washed with hexane) in N,N-dimethylformamide (2 mL) was added to 2-oxoindoline-5-carbonitrile (0.464 g, 2.9 mmol) in N,N-dimethylformamide (5 mL). The formed brown mixture was stirred at room temperature for 10 min and 1-[(6-chloropyridin-3-yl)sulfonyl]-4-methylpiperazine (0.255 g, 0.92 mmol; described in: Thunus L. Annuale Pharmacetiques Francisies, 1977, 35, 197-203) in N,N-dimethylformamide (3 mL) was added. The obtain... The reactants are [I-].FC1=CC=2C=CC3=[N+](C2C=C1)C=C1N3C=3C=CC(=CC3C=C1)CCC (3-fluoro-10-propylimidazo[1,2-a:3,4-a']diquinolin-15-ium iodide), N1CCCCC1 (piperidine). The solvent is CN(C=O)C (dimethylformamide). Yields the product [I-].N1(CCCCC1)C1=CC=2C=CC3=[N+](C2C=C1)C=C1N3C=3C=CC(=CC3C=C1)CCC (3-(1-Piperidinyl)-10-propylimidazo[1,2-a:3,4-a']diquinolin-15-ium Iodide). RXN SMILES: [I-:1].F[C:3]1[CH:12]=[CH:11][C:10]2[N+:9]3[CH:13]=[C:14]4[CH:23]=[CH:22][C:21]5[CH:20]=[C:19]([CH2:24][CH2:25][CH3:26])[CH:18]=[CH:17][C:16]=5[N:15]4[C:8]=3[CH:7]=[CH:6][C:5]=2[CH:4]=1.[NH:27]1[CH2:32][CH2:31][CH2:30][CH2:29][CH2:28]1>CN(C)C=O>[I-:1].[N:27]1([C:3]2[CH:12]=[CH:11][C:10]3[N+:9]4[CH:13]=[C:14]5[CH:23]=[CH:22][C:21]6[CH:20]=[C:19]([CH2:24][CH2:25][CH3:26])[CH:18]=[CH:17][C:16]=6[N:15]5[C:8]=4[CH:7]=[CH:6][C:5]=3[CH:4]=2)[CH2:32][CH2:31][CH2:30][CH2:29][CH2:28]1 |f:0.1,4.5|. Reported procedure: A stirred mixture of 3.62 g. of 3-fluoro-10-propylimidazo[1,2-a:3,4-a']diquinolin-15-ium iodide, 20 ml. of dimethylformamide and 2.0 ml. of piperidine is heated at 72° C. for 94 hours, then evaporated at reduced pressure. The residue is dissolved in methanol along with 2.0 g. of triethylamine hydroiodide. The solution is diluted with water and the resulting precipitate is collected by filtration and suspended in 125 ml. of 0.5% triethylamine hydroiodide. The solid 3-(1-piperidinyl)-10-propylimid... Reactants: OC1=C(C(N(C2=CC=CN=C12)CCN(S(=O)(=O)C)C)=O)C(=O)OC (methyl 4-hydroxy-1-{2-[methyl(methylsulfonyl)amino]ethyl}-2-oxo-1,2-dihydro-1,5-naphthyridine-3-carboxylate), FC1=CC=C(CN)C=C1 (4-fluorobenzylamine). Solvent: CCO (EtOH). The product is FC1=CC=C(CNC(=O)C=2C(N(C3=CC=CN=C3C2O)CCN(S(=O)(=O)C)C)=O)C=C1 (N-(4-fluorobenzyl)-4-hydroxy-1-{2-[methyl(methylsulfonyl)amino]ethyl}-2-oxo-1,2-dihydro-1,5-naphthyridine-3-carboxamide). RXN SMILES: [OH:1][C:2]1[C:11]2[C:6](=[CH:7][CH:8]=[CH:9][N:10]=2)[N:5]([CH2:12][CH2:13][N:14]([CH3:19])[S:15]([CH3:18])(=[O:17])=[O:16])[C:4](=[O:20])[C:3]=1[C:21](OC)=[O:22].[F:25][C:26]1[CH:33]=[CH:32][C:29]([CH2:30][NH2:31])=[CH:28][CH:27]=1>CCO>[F:25][C:26]1[CH:33]=[CH:32][C:29]([CH2:30][NH:31][C:21]([C:3]2[C:4](=[O:20])[N:5]([CH2:12][CH2:13][N:14]([CH3:19])[S:15]([CH3:18])(=[O:16])=[O:17])[C:6]3[C:11]([C:2]=2[OH:1])=[N:10][CH:9]=[CH:8][CH:7]=3)=[O:22])=[CH:28][CH:27]=1. Procedure details: In a manner similar to that described in Example 2, methyl 4-hydroxy-1-{2-[methyl(methylsulfonyl)amino]ethyl}-2-oxo-1,2-dihydro-1,5-naphthyridine-3-carboxylate was dissolved in EtOH and treated with 4-fluorobenzylamine at reflux. After cooling the product fell out of solution and was collected. The crude was dissolved in CHCl3, washed with 10% KHSO4 solution, the organic was dried over MgSO4, filtered and evaporated to give the product as a white foam. Reactants: C(C(C)(C)C)(=O)Cl (pivaloyl chloride), C(=O)NC1=CC=CC(=N1)CC(=O)O (2-(6-Formamidopyridin-2-yl)acetic acid), 1,5-diazabicyclo[5,4,0]undecene-5, NC1[C@@H]2N(C(=C(CS2)CSC2=NN=NN2C)C(=O)O)C1=O (7-amino-3-(1-methyl-1H-tetrazol-5-yl)thiomethyl-3-cephem-4-carboxylic acid), 1,5-diazabicyclo[5,4,0]undecene-5, solution A, solution A. Solvent: C(Cl)Cl (methylene chloride), C(Cl)Cl (methylene chloride), C(Cl)Cl (methylene chloride). Conditions: time 1.5 hour. Yields the product C(=O)NC1=CC=CC(=N1)CC(=O)NC1[C@@H]2N(C(=C(CS2)CSC2=NN=NN2C)C(=O)O)C1=O (7-[2-(6-formamidopyridin-2-yl)acetamido]-3-(1-methyl-1H-tetrazol-5-yl)thiomethyl-3-cephem-4-carboxylic acid). Isolated yield 50.5%. RXN SMILES: C(Cl)(=O)C(C)(C)C.[CH:8]([NH:10][C:11]1[N:16]=[C:15]([CH2:17][C:18]([OH:20])=O)[CH:14]=[CH:13][CH:12]=1)=[O:9].[NH2:21][CH:22]1[C:40](=[O:41])[N:24]2[C:25]([C:37]([OH:39])=[O:38])=[C:26]([CH2:29][S:30][C:31]3[N:35]([CH3:36])[N:34]=[N:33][N:32]=3)[CH2:27][S:28][C@H:23]12>C(Cl)Cl>[CH:8]([NH:10][C:11]1[N:16]=[C:15]([CH2:17][C:18]([NH:21][CH:22]2[C:40](=[O:41])[N:24]3[C:25]([C:37]([OH:39])=[O:38])=[C:26]([CH2:29][S:30][C:31]4[N:35]([CH3:36])[N:34]=[N:33][N:32]=4)[CH2:27][S:28][C@H:23]23)=[O:20])[CH:14]=[CH:13][CH:12]=1)=[O:9]. Reported procedure: A solution of pivaloyl chloride (1.07 g.) in methylene chloride (3 ml.) was added to a solution of 2-(6-Formamidopyridin-2-yl)acetic acid (1.6 g.) and 1,5-diazabicyclo[5,4,0]undecene-5 (1.35 g.) in methylene chloride (25 ml.) at -20° to -25° C., and stirred at the same temperature for one hour [solution A]. On the other hand, a solution of 7-amino-3-(1-methyl-1H-tetrazol-5-yl)thiomethyl-3-cephem-4-carboxylic acid (3.24 g.) and 1,5-diazabicyclo[5,4,0]undecene-5 (1.35 g.) in methylene chloride (60... Starting materials: C(C)[Sn](CCCC)(CCCC)CCCC (ethyltributyltin), CC=1C(=C(C(=C2C(OCC12)=O)OS(=O)(=O)C1=CC=C(C=C1)C)C/C=C(/C(CC(=O)OC)C)\C)OS(=O)(=O)C(F)(F)F (methyl (E) 6-(1,3-dihydro-7-methyl-3-oxo-4-p-toluenesulfonyloxy-6-trifluoromethanesulfonyloxyisobenzofuran-5-yl)-3,4-dimethyl-4-hexenoate). Yields the product C(C)C1=C(C(=C2C(OCC2=C1C)=O)OS(=O)(=O)C1=CC=C(C=C1)C)C/C=C(/C(CC(=O)OC)C)\C (methyl (E) 6-(1,3-dihydro-6-ethyl-7-methyl-3-oxo-4-p-toluenesulfonyloxyisobenzofuran-5-yl)-3,4-dimethyl-4-hexenoate). Reaction SMILES: [CH2:1]([Sn](CCCC)(CCCC)CCCC)[CH3:2].[CH3:16][C:17]1[C:18](OS(C(F)(F)F)(=O)=O)=[C:19]([CH2:38]/[CH:39]=[C:40](\[CH3:48])/[CH:41]([CH3:47])[CH2:42][C:43]([O:45][CH3:46])=[O:44])[C:20]([O:27][S:28]([C:31]2[CH:36]=[CH:35][C:34]([CH3:37])=[CH:33][CH:32]=2)(=[O:30])=[O:29])=[C:21]2[C:25]=1[CH2:24][O:23][C:22]2=[O:26]>>[CH2:1]([C:18]1[C:17]([CH3:16])=[C:25]2[C:21]([C:22](=[O:26])[O:23][CH2:24]2)=[C:20]([O:27][S:28]([C:31]2[CH:36]=[CH:35][C:34]([CH3:37])=[CH:33][CH:32]=2)(=[O:30])=[O:29])[C:19]=1[CH2:38]/[CH:39]=[C:40](\[CH3:48])/[CH:41]([CH3:47])[CH2:42][C:43]([O:45][CH3:46])=[O:44])[CH3:2]. Procedure details: By following the procedure of part A and substituting vinyltributyltin with ethyltributyltin, and substituting methyl (E) 6-(1,3-dihydro-7-methyl-3-oxo-4-p-toluenesulfonyloxy-6-trifluoromethanesulfonyloxyisobenzofuran-5-yl)-4-methyl-4-hexenoate with methyl (E) 6-(1,3-dihydro-7-methyl-3-oxo-4-p-toluenesulfonyloxy-6-trifluoromethanesulfonyloxyisobenzofuran-5-yl)-3,4-dimethyl-4-hexenoate, there is obtained methyl (E) 6-(1,3-dihydro-6-ethyl-7-methyl-3-oxo-4-p-toluenesulfonyloxyisobenzofuran-5-yl)-3,...